This data is from the Open Reaction Database (ORD), a public repository of structured organic reaction records. The task is: describe an organic reaction: reactants, conditions, products, and yield Starting materials: C(C1=CC=CC=C1)OC1=CC=C(C=C1)C1([C@@H](N(CO1)C(=O)OCC1=CC=CC=C1)C(C)C)O ((4S)-5-(4-benzyloxyphenyl)-N-benzyloxycarbonyl-4-isopropyl-5-hydroxyoxazolidine), O (water), Cl (hydrochloric acid). The solvent is O1CCCC1 (tetrahydrofuran), C1(=CC=CC=C1)C (toluene). Conditions: time 24 hour. Yields the product C(C1=CC=CC=C1)OC(=O)N[C@H](C(=O)C1=CC=C(C=C1)OCC1=CC=CC=C1)C(C)C ((2S)-2-(benzyloxycarbonyl)amino-1-(4-benzyloxyphenyl)-3-methyl-1-butanone). Yield: 36.2%. Reaction SMILES: [CH2:1]([O:8][C:9]1[CH:14]=[CH:13][C:12]([C:15]2(O)[O:19]C[N:17]([C:20]([O:22][CH2:23][C:24]3[CH:29]=[CH:28][CH:27]=[CH:26][CH:25]=3)=[O:21])[C@H:16]2[CH:30]([CH3:32])[CH3:31])=[CH:11][CH:10]=1)[C:2]1[CH:7]=[CH:6][CH:5]=[CH:4][CH:3]=1.O.Cl>O1CCCC1.C1(C)C=CC=CC=1>[CH2:23]([O:22][C:20]([NH:17][C@@H:16]([CH:30]([CH3:32])[CH3:31])[C:15]([C:12]1[CH:11]=[CH:10][C:9]([O:8][CH2:1][C:2]2[CH:3]=[CH:4][CH:5]=[CH:6][CH:7]=2)=[CH:14][CH:13]=1)=[O:19])=[O:21])[C:24]1[CH:25]=[CH:26][CH:27]=[CH:28][CH:29]=1. Procedure: In tetrahydrofuran (4 mL) was dissolved (4S)-N-benzyloxycarbonyl-5-(4-benzyloxyphenyl)-4-isopropyl-5-hydroxyoxazolidine (1.38 g) prepared in Example 8, and to the solution were added water (5 mL) and conc. hydrochloric acid (2 mL). The mixture was stirred at room temperature for 24 hours. The reaction was diluted with toluene and the aqueous layer was discarded. The organic layer was washed with water three times. The organic layer was dried over anhydrous magnesium sulfate and then concentrated... Starting materials: NC=1C=NC=CC1 (3-aminopyridine), C([O-])([O-])=O.[Cs+].[Cs+] (caesium carbonate), COC(C(C)(C)C1=CC=C(C=C1)N1C(N(C(C1=O)(C)C)CC1=CC(=NC=C1)Cl)=O)=O (2-{4-[3-(2-chloropyridin-4-ylmethyl)-4,4-dimethyl-2,5-dioxo-imidazolidin-1-yl]-phenyl}-2-methylpropionic acid methyl ester), CC1(C2=CC=C(C=C2OC=2C=C(C=CC12)P(C1=CC=CC=C1)C1=CC=CC=C1)P(C1=CC=CC=C1)C1=CC=CC=C1)C ((9,9-dimethyl-9H-xanthene-3,6-diyl)bis(diphenylphosphine)). Reagents/catalysts: C(C)(=O)[O-].[Pd+2].C(C)(=O)[O-] (palladium acetate). Run in O1CCOCC1 (dioxane). Product: CC1(N(C(N(C1=O)C1=CC=C(C=C1)C(C(=O)OC)(C)C)=O)CC1=CC(=NC=C1)NC=1C=NC=CC1)C (methyl 2-[4-(4,4-dimethyl-2,5-dioxo-3-{[2-(pyridin-3-ylamino)pyridin-4-yl]methyl}imidazolidin-1-yl)phenyl]-2-methylpropanoate). The yield is 68.8%. As a reaction SMILES: [CH3:1][O:2][C:3](=[O:30])[C:4]([C:7]1[CH:12]=[CH:11][C:10]([N:13]2[C:17](=[O:18])[C:16]([CH3:20])([CH3:19])[N:15]([CH2:21][C:22]3[CH:27]=[CH:26][N:25]=[C:24](Cl)[CH:23]=3)[C:14]2=[O:29])=[CH:9][CH:8]=1)([CH3:6])[CH3:5].[NH2:31][C:32]1[CH:33]=[N:34][CH:35]=[CH:36][CH:37]=1.CC1(C)C2C=CC(P(C3C=CC=CC=3)C3C=CC=CC=3)=CC=2OC2C1=CC=C(P(C1C=CC=CC=1)C1C=CC=CC=1)C=2.C(=O)([O-])[O-].[Cs+].[Cs+]>O1CCOCC1.C([O-])(=O)C.[Pd+2].C([O-])(=O)C>[CH3:19][C:16]1([CH3:20])[C:17](=[O:18])[N:13]([C:10]2[CH:11]=[CH:12][C:7]([C:4]([CH3:6])([CH3:5])[C:3]([O:2][CH3:1])=[O:30])=[CH:8][CH:9]=2)[C:14](=[O:29])[N:15]1[CH2:21][C:22]1[CH:27]=[CH:26][N:25]=[C:24]([NH:31][C:32]2[CH:33]=[N:34][CH:35]=[CH:36][CH:37]=2)[CH:23]=1 |f:3.4.5,7.8.9|. Procedure details: To a solution of 1.23 g of 2-{4-[3-(2-chloropyridin-4-ylmethyl)-4,4-dimethyl-2,5-dioxo-imidazolidin-1-yl]-phenyl}-2-methylpropionic acid methyl ester obtained in stage d) below in 40 mL of dioxane are successively added, under argon, 0.4 g of 3-aminopyridine, 0.16 g of (9,9-dimethyl-9H-xanthene-3,6-diyl)bis(diphenylphosphine) (Xantphos), 0.065 g of palladium acetate and 3.65 g of caesium carbonate. The reaction mixture is refluxed for 4 hours and then filtered and concentrated under reduced pres... Yields the product C(C)C(C(=O)OC)C1=CC=CC=C1 (methyl α-ethylphenylacetate), C(C)C(C(=O)O)C1=CC=CC=C1 (α-ethylphenylacetic acid). Solvent: CN(C=O)C (dimethylformamide), CN(C=O)C (dimethylformamide). The reagents and catalysts are S(=O)(=O)([O-])C1=CC=C(C)C=C1.C(C)[N+](CC)(CC)CC (tetraethylammonium tosylate), [Pt] (platinum), S(=O)(=O)([O-])C1=CC=C(C)C=C1.C(C)[N+](CC)(CC)CC (tetraethylammonium tosylate). Starting materials: [Cl-].[NH4+] (ammonium chloride), C1(=CC=CC=C1)CC(=O)OC (methyl phenylacetate), C1(=CC=CC=C1)CC(=O)OC (methyl phenylacetate), CS(=O)(=O)OCC (ethyl methanesulfonate). RXN SMILES: [C:1]1([CH2:7][C:8]([O:10][CH3:11])=[O:9])[CH:6]=[CH:5][CH:4]=[CH:3][CH:2]=1.CS(O[CH2:17][CH3:18])(=O)=O.[Cl-].[NH4+]>S(C1C=CC(C)=CC=1)([O-])(=O)=O.C([N+](CC)(CC)CC)C.CN(C)C=O.[Pt]>[CH2:17]([CH:7]([C:1]1[CH:6]=[CH:5][CH:4]=[CH:3][CH:2]=1)[C:8]([O:10][CH3:11])=[O:9])[CH3:18].[CH2:17]([CH:7]([C:1]1[CH:6]=[CH:5][CH:4]=[CH:3][CH:2]=1)[C:8]([OH:10])=[O:9])[CH3:18] |f:2.3,4.5|. Procedure details: Into the cathode chamber of an electrolytic cell divided with an ion-exchange resin diaphragm was placed a solution of 10 mmols of methyl phenylacetate, 12 mmols of ethyl methanesulfonate and 1.0 g of tetraethylammonium tosylate in 30 ml of anhydrous dimethylformamide. And the anode chamber was provided with a solution of 1.0 g of tetraethylammonium tosylate in 10 ml of anhydrous dimethylformamide. Constant current electrolysis was performed at 0.2 A/cm2 with use of platinum for the cathode and ... Reactants: NC1=CC(=C(OC2=C(C(=NC=C2)C(=O)N)Cl)C=C1)F (4-(4-amino-2-fluorophenoxy)-3-chloropicolinamide), C(C)(C)N(C(C)C)CC (N,N-diisopropylethylamine), acid chloride, FC1=CC=C(C=C1)N1C(C(=C(C=C1)I)C(=O)O)=O (1-(4-fluorophenyl)-4-iodo-2-oxo-1,2-dihydropyridine-3-carboxylic acid), S(=O)(Cl)Cl (thionyl chloride). Run in C1CCOC1 (THF), CN(C)C=O (DMF), C1(=CC=CC=C1)C (toluene). Run at time 2.5 hour. Yields the product ClC=1C(=NC=CC1OC1=C(C=C(C=C1)NC(=O)C=1C(N(C=CC1I)C1=CC=C(C=C1)F)=O)F)C(=O)N (3-Chloro-4-(2-fluoro-4-(1-(4-fluorophenyl)-4-iodo-2-oxo-1,2-dihydropyridine-3-carboxamido)phenoxy)picolinamide). The yield is 88.4%. RXN SMILES: [F:1][C:2]1[CH:7]=[CH:6][C:5]([N:8]2[CH:13]=[CH:12][C:11]([I:14])=[C:10]([C:15]([OH:17])=O)[C:9]2=[O:18])=[CH:4][CH:3]=1.S(Cl)(Cl)=O.[NH2:23][C:24]1[CH:40]=[CH:39][C:27]([O:28][C:29]2[CH:34]=[CH:33][N:32]=[C:31]([C:35]([NH2:37])=[O:36])[C:30]=2[Cl:38])=[C:26]([F:41])[CH:25]=1.C(N(CC)C(C)C)(C)C>C1(C)C=CC=CC=1.C1COCC1.CN(C=O)C>[Cl:38][C:30]1[C:31]([C:35]([NH2:37])=[O:36])=[N:32][CH:33]=[CH:34][C:29]=1[O:28][C:27]1[CH:39]=[CH:40][C:24]([NH:23][C:15]([C:10]2[C:9](=[O:18])[N:8]([C:5]3[CH:4]=[CH:3][C:2]([F:1])=[CH:7][CH:6]=3)[CH:13]=[CH:12][C:11]=2[I:14])=[O:17])=[CH:25][C:26]=1[F:41]. Procedure: To 1-(4-fluorophenyl)-4-iodo-2-oxo-1,2-dihydropyridine-3-carboxylic acid (3.7 g, 10 mmol) in 6 mL of toluene was added thionyl chloride (10 mL, Aldrich ReagentPlus 99.5%). After stirring at rt for 2.5 h, the mixture became homogenous and was then concentrated in vacuo. Toluene (3 mL) was added to the residue and the mixture was concentrated in vacuo to remove excess thionyl chloride (performed twice). The crude acid chloride was then dried under high vacuum for 15 minutes. While the acid chlorid... Starting materials: CCOC(=O)c1ccc2c(-c3ccnc(NC4CCCC4)n3)c(-c3ccc(F)cc3)nn2c1C, [Li+], C1COCCO1, [OH-]. Product: Cc1c(C(=O)O)ccc2c(-c3ccnc(NC4CCCC4)n3)c(-c3ccc(F)cc3)nn12. As a reaction SMILES: [CH:1]1([NH:6][c:7]2[n:8][cH:9][cH:10][c:11](-[c:13]3[c:14](-[c:28]4[cH:29][cH:30][c:31]([F:34])[cH:32][cH:33]4)[n:15][n:16]4[c:17]3[cH:18][cH:19][c:20]([C:23](=[O:24])[O:25][CH2:26][CH3:27])[c:21]4[CH3:22])[n:12]2)[CH2:2][CH2:3][CH2:4][CH2:5]1.[Li+:35].[O:37]1[CH2:38][CH2:39][O:40][CH2:41][CH2:42]1.[OH-:36]>>[CH:1]1([NH:6][c:7]2[n:8][cH:9][cH:10][c:11](-[c:13]3[c:14](-[c:28]4[cH:29][cH:30][c:31]([F:34])[cH:32][cH:33]4)[n:15][n:16]4[c:17]3[cH:18][cH:19][c:20]([C:23](=[O:24])[OH:25])[c:21]4[CH3:22])[n:12]2)[CH2:2][CH2:3][CH2:4][CH2:5]1.